From a dataset of the Open Reaction Database (ORD), a public repository of structured organic reaction records. describe an organic reaction: reactants, conditions, products, and yield The product is O=C(Oc1cccc2c1Cc1ccccc1-2)N1CCOC(CO)C1. Reaction SMILES: [BH4-:29].[CH2:34]1[O:35][CH2:36][CH2:37][CH2:38]1.[CH3:31][CH2:32][OH:33].[Cl-:28].[Li+:27].[Na+:30].[c:1]1([O:14][C:15](=[O:16])[N:17]2[CH2:18][CH:19]([C:23](=[O:24])[O:25][CH3:26])[O:20][CH2:21][CH2:22]2)[cH:2][cH:3][cH:4][c:5]2[c:13]1[CH2:12][c:11]1[c:6]-2[cH:7][cH:8][cH:9][cH:10]1>>[c:1]1([O:14][C:15](=[O:16])[N:17]2[CH2:18][CH:19]([CH2:23][OH:24])[O:20][CH2:21][CH2:22]2)[cH:2][cH:3][cH:4][c:5]2[c:13]1[CH2:12][c:11]1[c:6]-2[cH:7][cH:8][cH:9][cH:10]1. Starting materials: [BH4-], C1CCOC1, CCO, [Cl-], [Li+], [Na+], COC(=O)C1CN(C(=O)Oc2cccc3c2Cc2ccccc2-3)CCO1.